Dataset: the Open Reaction Database (ORD), a public repository of structured organic reaction records. Task: describe an organic reaction: reactants, conditions, products, and yield Starting materials: CCCCS, CN(C)C=O, [H-], [Na+], COc1cc(OC)c(-c2ccccc2)nn1. Yields the product COc1cc(O)c(-c2ccccc2)nn1. RXN SMILES: [CH2:19]([SH:20])[CH2:21][CH2:22][CH3:23].[CH3:24][N:25]([CH3:26])[CH:27]=[O:28].[H-:17].[Na+:18].[c:1]1(-[c:7]2[n:8][n:9][c:10]([O:15][CH3:16])[cH:11][c:12]2[O:13][CH3:14])[cH:2][cH:3][cH:4][cH:5][cH:6]1>>[c:1]1(-[c:7]2[n:8][n:9][c:10]([O:15][CH3:16])[cH:11][c:12]2[OH:13])[cH:2][cH:3][cH:4][cH:5][cH:6]1.